Dataset: the Open Reaction Database (ORD), a public repository of structured organic reaction records. Task: describe an organic reaction: reactants, conditions, products, and yield Reactants: C(C1=CC=CC=C1)[C@@H]1NC(OC1)=O ((S)-4-benzyl-2-oxazolidinone), C(C)(=O)OCC.CCCCCC (ethyl acetate hexane), C(CCC)[Li] (n-butyl lithium), FC1=CC=C(C=C1)CC(=O)Cl (4-fluorophenylacetyl chloride). Run in O1CCCC1 (tetrahydrofuran), O1CCCC1 (tetrahydrofuran). Conditions: time 15 minute. Yields the product C(C1=CC=CC=C1)[C@@H]1N(C(OC1)=O)C(CC1=CC=C(C=C1)F)=O ((S)-4-benzyl-3-(4-fluorophenyl)acetyl-2-oxazolidinone). RXN SMILES: [CH2:1]([C@H:8]1[CH2:12][O:11][C:10](=[O:13])[NH:9]1)[C:2]1[CH:7]=[CH:6][CH:5]=[CH:4][CH:3]=1.C([Li])CCC.[F:19][C:20]1[CH:25]=[CH:24][C:23]([CH2:26][C:27](Cl)=[O:28])=[CH:22][CH:21]=1.C(OCC)(=O)C.CCCCCC>O1CCCC1>[CH2:1]([C@H:8]1[CH2:12][O:11][C:10](=[O:13])[N:9]1[C:27](=[O:28])[CH2:26][C:23]1[CH:24]=[CH:25][C:20]([F:19])=[CH:21][CH:22]=1)[C:2]1[CH:3]=[CH:4][CH:5]=[CH:6][CH:7]=1 |f:3.4|. Reported procedure: Combine (S)-4-benzyl-2-oxazolidinone (22.9 g, 129 mmol) and tetrahydrofuran (120 mL). Cool in a dry-ice/acetone bath. Add dropwise a solution of n-butyl lithium (52 mL, 2.5 M, 130 mmol). After 15 minutes, slowly add a solution of 4-fluorophenylacetyl chloride (22.3 g, 129 mmol) in tetrahydrofuran (50 mL). Warm to ambient temperature. After 2 hours, quench the reaction mixture by the addition of a saturated aqueous sodium bicarbonate solution. Separate the layers and extract the aqueous layer wit... As a reaction SMILES: [CH3:1][C:2]1([CH3:19])[O:11][C:10]2[CH:9]=[CH:8][N:7]=[CH:6][C:5]=2[C@@H:4]([N:12]2[CH2:16][CH2:15][CH2:14][C:13]2=[O:17])[C@@H:3]1[OH:18].ClC1C=CC=C(C(OO)=[O:28])C=1>C(Cl)(Cl)Cl>[CH3:1][C:2]1([CH3:19])[O:11][C:10]2[CH:9]=[CH:8][N+:7]([O-:28])=[CH:6][C:5]=2[C@@H:4]([N:12]2[CH2:16][CH2:15][CH2:14][C:13]2=[O:17])[C@@H:3]1[OH:18]. Reactants: CC1([C@H]([C@@H](C=2C=NC=CC2O1)N1C(CCC1)=O)O)C (Trans-3,4-Dihydro-2,2-dimethyl-4-(2-oxopyrrolidin-1-yl) 2H-pyrano[3,2-c]pyridin-3-ol), ClC1=CC(=CC=C1)C(=O)OO (m-chloroperbenzoic acid). Procedure: The compound of example 1 (102mgm) and m-chloroperbenzoic acid (134mgm) were heated under reflux in chloroform (10 mL) for 2hr. The reaction mixture was cooled and evaporated and the resulting gum was chromatographed (chromatotron; chloroform ->10% methanol-chloroform in a gradient elution), and chromatographically homogenous fractions were combined and recrystallised from ethyl acetate-methanol to give the N-oxide of (E2) as a solid (54mgm) of m.p. 284°-285° C. Run in C(Cl)(Cl)Cl (chloroform). The product is CC1([C@H]([C@@H](C=2C=[N+](C=CC2O1)[O-])N1C(CCC1)=O)O)C (Trans-3,4-Dihydro-2,2-dimethyl-4-(2-oxopyrrolidin-1-yl) -2H-pyrano[3,2-c]pyridin-3-ol oxide), ( E2 ).